The task is: describe an organic reaction: reactants, conditions, products, and yield. This data is from the Open Reaction Database (ORD), a public repository of structured organic reaction records. Yields the product CC(C)CC(OC(c1ccccc1)c1ccc(-c2ccc(-c3ccncc3)cc2)cc1)C(=O)NCC#N. As a reaction SMILES: [Br:35][c:36]1[cH:37][cH:38][c:39](-[c:42]2[cH:43][cH:44][n:45][cH:46][cH:47]2)[cH:40][cH:41]1.[C:1](#[N:2])[CH2:3][NH:4][C:5]([CH:6]([CH2:7][CH:8]([CH3:9])[CH3:10])[O:11][CH:12]([c:13]1[cH:14][cH:15][c:16]([B:19]2[O:20][C:21]([CH3:22])([CH3:23])[C:24]([CH3:25])([CH3:26])[O:27]2)[cH:17][cH:18]1)[c:28]1[cH:29][cH:30][cH:31][cH:32][cH:33]1)=[O:34].[K+:48].[K+:49].[Na+:58].[O-:50][C:51]([O-:52])=[O:53].[O-:54][C:55]([OH:56])=[O:57].[O:59]=[CH:60][N:61]([CH3:62])[CH3:63]>>[C:1](#[N:2])[CH2:3][NH:4][C:5]([CH:6]([CH2:7][CH:8]([CH3:9])[CH3:10])[O:11][CH:12]([c:13]1[cH:14][cH:15][c:16](-[c:36]2[cH:37][cH:38][c:39](-[c:42]3[cH:43][cH:44][n:45][cH:46][cH:47]3)[cH:40][cH:41]2)[cH:17][cH:18]1)[c:28]1[cH:29][cH:30][cH:31][cH:32][cH:33]1)=[O:34]. Reactants: Brc1ccc(-c2ccncc2)cc1, CC(C)CC(OC(c1ccccc1)c1ccc(B2OC(C)(C)C(C)(C)O2)cc1)C(=O)NCC#N, [K+], [K+], [Na+], O=C([O-])[O-], O=C([O-])O, CN(C)C=O. Reactants: C(C1=CC=CC=C1)N1C2=CC=CC=C2C=2C(=C(C=CC12)Cl)O (9-benzyl-3-chloro-9H-carbazol-4-ol), BrCC#N (bromoacetonitrile), C([O-])([O-])=O.[K+].[K+] (potassium carbonate), C(C1=CC=CC=C1)N1C2=CC=CC=C2C=2C(=C(C=CC12)Cl)O (9-benzyl-3-chloro-9H-carbazol-4-ol), BrCC#N (bromoacetonitrile), C([O-])([O-])=O.[K+].[K+] (potassium carbonate). Run in CN(C)C=O (DMF). Conditions: temperature 85 celsius, time 12 hour. The product is C(C1=CC=CC=C1)N1C2=CC=CC=C2C=2C(=C(C=CC12)Cl)OCC#N ([(9-benzyl-3-chloro-9H-carbazol-4-yl)oxy]acetonitrile). Isolated yield 113.9%. As a reaction SMILES: [CH2:1]([N:8]1[C:20]2[CH:19]=[CH:18][C:17]([Cl:21])=[C:16]([OH:22])[C:15]=2[C:14]2[C:9]1=[CH:10][CH:11]=[CH:12][CH:13]=2)[C:2]1[CH:7]=[CH:6][CH:5]=[CH:4][CH:3]=1.Br[CH2:24][C:25]#[N:26].C(=O)([O-])[O-].[K+].[K+]>CN(C=O)C>[CH2:1]([N:8]1[C:20]2[CH:19]=[CH:18][C:17]([Cl:21])=[C:16]([O:22][CH2:24][C:25]#[N:26])[C:15]=2[C:14]2[C:9]1=[CH:10][CH:11]=[CH:12][CH:13]=2)[C:2]1[CH:7]=[CH:6][CH:5]=[CH:4][CH:3]=1 |f:2.3.4|. Procedure details: A mixture of 9-benzyl-3-chloro-9H-carbazol-4-ol (0.227 g, 0.739 mmol), bromoacetonitrile (0.177 g, 1.48 mmol), potassium carbonate (0.204 g, 1.48 mmol), and DMF (2 mL) is heated at 85° C. for 4 h, then allowed to cool and stir at room temperature for 12 h. Additional bromoacetonitrile (0.177 g) and potassium carbonate (0.204 g) are added and the mixture is heated again at 85° C. for 2 h. After cooling, the mixture is combined with that from another experiment run in the same manner (starting wit... Starting materials: CC(C)(C)O, O=C(Nc1ccc(C(F)(F)C(F)(F)F)cc1)c1cccnc1F, O=C(O)C(F)(F)F, Nc1ccc2ccncc2c1. Product: O=C(Nc1ccc(C(F)(F)C(F)(F)F)cc1)c1cccnc1Nc1ccc2ccncc2c1. Reaction SMILES: [C:42]([OH:43])([CH3:44])([CH3:45])[CH3:46].[F:1][c:2]1[c:3]([C:4](=[O:5])[NH:6][c:7]2[cH:8][cH:9][c:10]([C:13]([C:14]([F:15])([F:16])[F:17])([F:18])[F:19])[cH:11][cH:12]2)[cH:20][cH:21][cH:22][n:23]1.[F:35][C:36]([F:37])([F:38])[C:39]([OH:40])=[O:41].[NH2:24][c:25]1[cH:26][cH:27][c:28]2[cH:29][cH:30][n:31][cH:32][c:33]2[cH:34]1>>[c:2]1([NH:24][c:25]2[cH:26][cH:27][c:28]3[cH:29][cH:30][n:31][cH:32][c:33]3[cH:34]2)[c:3]([C:4](=[O:5])[NH:6][c:7]2[cH:8][cH:9][c:10]([C:13]([C:14]([F:15])([F:16])[F:17])([F:18])[F:19])[cH:11][cH:12]2)[cH:20][cH:21][cH:22][n:23]1. The reactants are COC(C(C1=CC2=CC=C(C=C2C=C1)OCCCCCCC1=C(C(=CC=C1)OCC1=CC=CC=C1)OCC1=CC=CC=C1)C)=O (rac.-alpha-methyl-6-[6[2,3-bis(phenylmethoxy)phenyl]hexyloxy]-2-naphthaleneacetic acid methyl ester), [OH-].[Na+] (sodium hydroxide). The solvent is CO (methanol). The product is CC(C(=O)O)C1=CC2=CC=C(C=C2C=C1)OCCCCCCC1=C(C(=CC=C1)OCC1=CC=CC=C1)OCC1=CC=CC=C1 ((rac)-alpha-methyl-6-[6-[2,3-bis(phenylmethoxy)phenyl]hexyloxy]-2-naphthaleneacetic acid). As a reaction SMILES: C[O:2][C:3](=[O:45])[CH:4]([CH3:44])[C:5]1[CH:14]=[CH:13][C:12]2[C:7](=[CH:8][CH:9]=[C:10]([O:15][CH2:16][CH2:17][CH2:18][CH2:19][CH2:20][CH2:21][C:22]3[CH:27]=[CH:26][CH:25]=[C:24]([O:28][CH2:29][C:30]4[CH:35]=[CH:34][CH:33]=[CH:32][CH:31]=4)[C:23]=3[O:36][CH2:37][C:38]3[CH:43]=[CH:42][CH:41]=[CH:40][CH:39]=3)[CH:11]=2)[CH:6]=1.[OH-].[Na+]>CO>[CH3:44][CH:4]([C:5]1[CH:14]=[CH:13][C:12]2[C:7](=[CH:8][CH:9]=[C:10]([O:15][CH2:16][CH2:17][CH2:18][CH2:19][CH2:20][CH2:21][C:22]3[CH:27]=[CH:26][CH:25]=[C:24]([O:28][CH2:29][C:30]4[CH:31]=[CH:32][CH:33]=[CH:34][CH:35]=4)[C:23]=3[O:36][CH2:37][C:38]3[CH:39]=[CH:40][CH:41]=[CH:42][CH:43]=3)[CH:11]=2)[CH:6]=1)[C:3]([OH:45])=[O:2] |f:1.2|. Procedure details: A solution of 3.35 g (5.56 mmol) of rac.-alpha-methyl-6-[6[2,3-bis(phenylmethoxy)phenyl]hexyloxy]-2-naphthaleneacetic acid methyl ester in 100 mL of methanol and 3.7 mL (22 mmol) of 6N sodium hydroxide was stirred at reflux for 4 hours. The solvent was removed at reduced pressure, the residue was acidified and the product was filtered to give (rac)-alpha-methyl-6-[6-[2,3-bis(phenylmethoxy)phenyl]hexyloxy]-2-naphthaleneacetic acid. An analytical sample was obtained from ether-hexane. The reactants are [N+](=O)([O-])C=1C=C(C(C(=O)O)=CC1)C(=O)O (4-nitrophthalic acid). The solvent is C(C)(=O)OC(C)=O (acetic anhydride). Reaction conditions: time 8 hour. The product is [N+](=O)([O-])C=1C=C2C(C(=O)OC2=O)=CC1 (4-nitrophthalic anhydride). Yield: 51.3%. Reaction SMILES: [N+:1]([C:4]1[CH:5]=[C:6]([C:13]([OH:15])=[O:14])[C:7](=[CH:11][CH:12]=1)[C:8]([OH:10])=O)([O-:3])=[O:2]>C(OC(=O)C)(=O)C>[N+:1]([C:4]1[CH:5]=[C:6]2[C:13](=[O:14])[O:15][C:8](=[O:10])[C:7]2=[CH:11][CH:12]=1)([O-:3])=[O:2]. Reported procedure: Next, 4-nitrophthalic acid (21.1 g, 0.1 mole) in a round-bottomed flask was admixed with acetic anhydride (40 ml) and refluxed for 1 hour. The mixture was brought to room temperature and acetic anhydride was removed under vacuum. The concentrated mixture was allowed to stand overnight, and the solid obtained was recrystallized using toluene to give 4-nitrophthalic anhydride ((9.9 g (51%), Mp 119° C.)). Starting materials: BrC=1SC(=CC1I)Br (2,5-dibromo-3-iodothiophene), C(#C)C1=CC=C(C=C1)CCCCC (1-ethynyl-4-pentylbenzene). The reagents and catalysts are Cl[Pd]([P](C1=CC=CC=C1)(C2=CC=CC=C2)C3=CC=CC=C3)([P](C4=CC=CC=C4)(C5=CC=CC=C5)C6=CC=CC=C6)Cl (dichlorobis(triphenylphosphine)palladium), [Cu]I (copper(I) iodide). Solvent: C(C)N(CC)CC (triethylamine). Run at temperature 0 celsius, time 20 hour. Yields the product BrC=1SC(=CC1C#CC1=CC=C(C=C1)CCCCC)Br (2,5-Dibromo-3-(4-pentylphenyl)ethynylthiophene). Reaction SMILES: [Br:1][C:2]1[S:3][C:4]([Br:8])=[CH:5][C:6]=1I.[C:9]([C:11]1[CH:16]=[CH:15][C:14]([CH2:17][CH2:18][CH2:19][CH2:20][CH3:21])=[CH:13][CH:12]=1)#[CH:10]>C(N(CC)CC)C.Cl[Pd](Cl)([P](C1C=CC=CC=1)(C1C=CC=CC=1)C1C=CC=CC=1)[P](C1C=CC=CC=1)(C1C=CC=CC=1)C1C=CC=CC=1.[Cu]I>[Br:1][C:2]1[S:3][C:4]([Br:8])=[CH:5][C:6]=1[C:10]#[C:9][C:11]1[CH:16]=[CH:15][C:14]([CH2:17][CH2:18][CH2:19][CH2:20][CH3:21])=[CH:13][CH:12]=1 |^1:31,50|. Reported procedure: To a solution of 2,5-dibromo-3-iodothiophene (3.52 grams, 9.57 mmol) and 1-ethynyl-4-pentylbenzene (1.65 grams, 9.57 mmol) in triethylamine (50 milliliters) were added dichlorobis(triphenylphosphine)palladium (II) (0.28 gram, 0.4 mmol) and copper(I) iodide (38 milligrams, 0.2 mmol) at 0° C. under argon. The resulting reaction mixture was stirred at 0° C. for 6 hours and at room temperature for 20 hours under argon. After evaporation of the solvent, the product obtained was purified by column chr... The reactants are BrC=1C=C2OCCN3C=C(N=C3C2=CC1)C1=NC=NN1C1COCC1 (12-bromo-4-[1-(oxolan-3-yl)-1H-1,2,4-triazol-5-yl]-9-oxa-3,6-diazatricyclo[8.4.0.02,6]tetradeca1(14),2,4,10,12-pentaene), CN1CCC(CC1)C1NCCC1 (1-methyl-4-(pyrrolidin-2-yl)piperidine), CC(C)(C)[O-].[Na+] (NaOtBu). The reagents and catalysts are CC(C)([P](C(C)(C)C)([Pd][P](C(C)(C)C)(C(C)(C)C)C(C)(C)C)C(C)(C)C)C (Pd(PtBu3)2). The solvent is C1(=CC=CC=C1)C (toluene). Run at temperature 110 celsius, time 1 hour. Product: CN1CCC(CC1)C1N(CCC1)C1=CC2=C(C=3N(CCO2)C=C(N3)C3=NC=NN3C3COCC3)C=C1 (9-(2-(1-methylpiperidin-4-yl)pyrrolidin-1-yl)-2-(1-(tetrahydrofuran-3-yl)-1H-1,2,4-triazol-5-yl)-5,6-dihydrobenzo[f]imidazo[1,2-d][1,4]oxazepine). The yield is 163.4%. RXN SMILES: Br[C:2]1[CH:3]=[C:4]2[C:13](=[CH:14][CH:15]=1)[C:12]1[N:8]([CH:9]=[C:10]([C:16]3[N:20]([CH:21]4[CH2:25][CH2:24][O:23][CH2:22]4)[N:19]=[CH:18][N:17]=3)[N:11]=1)[CH2:7][CH2:6][O:5]2.[CH3:26][N:27]1[CH2:32][CH2:31][CH:30]([CH:33]2[CH2:37][CH2:36][CH2:35][NH:34]2)[CH2:29][CH2:28]1.CC([O-])(C)C.[Na+]>C1(C)C=CC=CC=1.CC(C)([P](C(C)(C)C)([Pd][P](C(C)(C)C)(C(C)(C)C)C(C)(C)C)C(C)(C)C)C>[CH3:26][N:27]1[CH2:32][CH2:31][CH:30]([CH:33]2[CH2:37][CH2:36][CH2:35][N:34]2[C:2]2[CH:15]=[CH:14][C:13]3[C:12]4[N:8]([CH:9]=[C:10]([C:16]5[N:20]([CH:21]6[CH2:25][CH2:24][O:23][CH2:22]6)[N:19]=[CH:18][N:17]=5)[N:11]=4)[CH2:7][CH2:6][O:5][C:4]=3[CH:3]=2)[CH2:29][CH2:28]1 |f:2.3,^1:53,59|. Procedure details: A mixture of 12-bromo-4-[1-(oxolan-3-yl)-1H-1,2,4-triazol-5-yl]-9-oxa-3,6-diazatricyclo[8.4.0.02,6]tetradeca1(14),2,4,10,12-pentaene (40 mg, 0.010 mmol), 1-methyl-4-(pyrrolidin-2-yl)piperidine (3.0 mg, 0.020 mmol), Pd(PtBu3)2 (1.0 mg, 0.0010 mmol), NaOtBu (2.9 mg, 0.030 mmol) in toluene (2.0 ml) in a seal tube was degassed with N2 for three times. The resulting mixture was stirred at 110° C. for 1 h. The solid was filtered off and the filtrate was concentrated to give the crude product, which wa... Reactants: ClC1=NC=CC(=N1)C1=C(N=C(S1)C(C)C)C=1C=C(C=CC1)NS(=O)(=O)C1=CC(=CC=C1)F (N-{3-[5-(2-chloro-4-pyrimidinyl)-2-(1-methylethyl)-1,3-thiazol-4-yl]phenyl}-3-fluorobenzenesulfonamide), CN(CCCN)C (N,N-dimethyl-1.3-propanediamine), C(=O)([O-])[O-].[K+].[K+] (K2CO3). Run in C(CCC)O (1-butanol). The product is CN(CCCNC1=NC=CC(=N1)C1=C(N=C(S1)C(C)C)C=1C=C(C=CC1)NS(=O)(=O)C1=CC(=CC=C1)F)C (N-{3-[5-(2-{[3-(Dimethylamino)propyl]amino}-4-pyrimidinyl)-2-(1-methylethyl)-1,3-thiazol-4-yl]phenyl}-3-fluorobenzenesulfonamide). RXN SMILES: Cl[C:2]1[N:7]=[C:6]([C:8]2[S:12][C:11]([CH:13]([CH3:15])[CH3:14])=[N:10][C:9]=2[C:16]2[CH:17]=[C:18]([NH:22][S:23]([C:26]3[CH:31]=[CH:30][CH:29]=[C:28]([F:32])[CH:27]=3)(=[O:25])=[O:24])[CH:19]=[CH:20][CH:21]=2)[CH:5]=[CH:4][N:3]=1.[CH3:33][N:34]([CH3:39])[CH2:35][CH2:36][CH2:37][NH2:38].C([O-])([O-])=O.[K+].[K+]>C(O)CCC>[CH3:33][N:34]([CH3:39])[CH2:35][CH2:36][CH2:37][NH:38][C:2]1[N:7]=[C:6]([C:8]2[S:12][C:11]([CH:13]([CH3:15])[CH3:14])=[N:10][C:9]=2[C:16]2[CH:17]=[C:18]([NH:22][S:23]([C:26]3[CH:31]=[CH:30][CH:29]=[C:28]([F:32])[CH:27]=3)(=[O:25])=[O:24])[CH:19]=[CH:20][CH:21]=2)[CH:5]=[CH:4][N:3]=1 |f:2.3.4|. Procedure: Following a procedure analogous to the procedure described in Example 1 using N-{3-[5-(2-chloro-4-pyrimidinyl)-2-(1-methylethyl)-1,3-thiazol-4-yl]phenyl}-3-fluorobenzenesulfonamide (100 mg, 0.20 mmol), N,N-dimethyl-1.3-propanediamine (260 μL, 2.0 mmol) and K2CO3 (283 mg, 2.0 mmol) in 1-butanol (5 mL) the title compound was obtained as a white powder (84 mg, 0.15 mmol, 75.8% yield). 1H NMR (400 MHz, DMSO-d6): δ 8.01 (d, J=5.1 Hz, 1H), 7.45-7.63 (m, 4H), 7.28-7.32 (m, 2H), 7.15-7.20 (m, 3H), 6.04 ...